The task is: describe an organic reaction: reactants, conditions, products, and yield. This data is from the Open Reaction Database (ORD), a public repository of structured organic reaction records. Yield: 34.4%. Reaction SMILES: [Cl:1][C:2]1[C:3]([CH3:29])=[C:4]([NH:10][C@H:11]([C@H:26]([OH:28])[CH3:27])[C:12]([NH:14][NH:15][C:16](=[O:25])[C:17]2[CH:22]=[CH:21][C:20]([F:23])=[C:19]([F:24])[CH:18]=2)=O)[CH:5]=[CH:6][C:7]=1[C:8]#[N:9].CCN(P1(N(C)CCCN1C)=NC(C)(C)C)CC>C1COCC1>[Cl:1][C:2]1[C:3]([CH3:29])=[C:4]([NH:10][C@@H:11]([C:12]2[O:25][C:16]([C:17]3[CH:22]=[CH:21][C:20]([F:23])=[C:19]([F:24])[CH:18]=3)=[N:15][N:14]=2)[C@H:26]([OH:28])[CH3:27])[CH:5]=[CH:6][C:7]=1[C:8]#[N:9]. Yields the product ClC1=C(C#N)C=CC(=C1C)N[C@H]([C@@H](C)O)C=1OC(=NN1)C1=CC(=C(C=C1)F)F (2-Chloro-4-((1R,2R)-1-(5-(3,4-difluorophenyl)-1,3,4-oxadiazol-2-yl)-2-hydroxypropylamino)-3-methylbenzonitrile). Reactants: CCN(CC)P1(=NC(C)(C)C)N(CCCN1C)C (BEMP), crude material, ClC=1C(=C(C=CC1C#N)N[C@@H](C(=O)NNC(C1=CC(=C(C=C1)F)F)=O)[C@@H](C)O)C (N′-((2R,3R)-2-(3-chloro-4-cyano-2-methylphenylamino)-3-hydroxybutanoyl)-3,4-difluorobenzohydrazide), CCN(CC)P1(=NC(C)(C)C)N(CCCN1C)C (BEMP). Procedure details: The crude material of N′-((2R,3R)-2-(3-chloro-4-cyano-2-methylphenylamino)-3-hydroxybutanoyl)-3,4-difluorobenzohydrazide (1.0 g, 2.37 mmol) was added to THF (120 mL) and stirred at room temperature. PS-BEMP (3.22 g, 7.10 mmol base) was added to the solution followed by slow addition of p-TSCl (496 mg, 2.60 mmol). The reaction mixture was stirred for 2 h and the progress of the reaction was monitored by TLC. After the completion of the reaction the BEMP reagent was filtered off and the solution c... Solvent: C1CCOC1 (THF). The reactants are Cc1c(CN(C)C(=O)C=Cc2cnc3c(c2)CN(C(=O)OC(C)(C)C)CCCN3)oc2ccccc12, ClCCl, O=C(O)C(F)(F)F. The product is Cc1c(CN(C)C(=O)C=Cc2cnc3c(c2)CNCCCN3)oc2ccccc12. Reaction SMILES: [CH3:1][N:2]([C:3]([CH:4]=[CH:5][c:6]1[cH:7][c:8]2[c:9]([n:23][cH:24]1)[NH:10][CH2:11][CH2:12][CH2:13][N:14]([C:16]([O:17][C:18]([CH3:19])([CH3:20])[CH3:21])=[O:22])[CH2:15]2)=[O:25])[CH2:26][c:27]1[o:28][c:29]2[c:30]([c:31]1[CH3:32])[cH:33][cH:34][cH:35][cH:36]2.[Cl:44][CH2:45][Cl:46].[OH:37][C:38]([C:39]([F:40])([F:41])[F:42])=[O:43]>>[CH3:1][N:2]([C:3]([CH:4]=[CH:5][c:6]1[cH:7][c:8]2[c:9]([n:23][cH:24]1)[NH:10][CH2:11][CH2:12][CH2:13][NH:14][CH2:15]2)=[O:25])[CH2:26][c:27]1[o:28][c:29]2[c:30]([c:31]1[CH3:32])[cH:33][cH:34][cH:35][cH:36]2. The reactants are FC1=CC=C(C=C1)C1=NC(=NO1)C(C)O (1-(5-(4-fluorophenyl)-1,2,4-oxadiazol-3-yl)ethanol), CC(=O)OI1(C=2C=CC=CC2C(=O)O1)(OC(=O)C)OC(=O)C (Dess-Martin periodinane). The solvent is C(Cl)Cl (DCM). Run at time 3 hour. The product is FC1=CC=C(C=C1)C1=NC(=NO1)C(C)=O (1-(5-(4-fluorophenyl)-1,2,4-oxadiazol-3-yl)ethanone). Isolated yield 63.2%. Reaction SMILES: [F:1][C:2]1[CH:7]=[CH:6][C:5]([C:8]2[O:12][N:11]=[C:10]([CH:13]([OH:15])[CH3:14])[N:9]=2)=[CH:4][CH:3]=1.CC(OI1(OC(C)=O)(OC(C)=O)OC(=O)C2C=CC=CC1=2)=O>C(Cl)Cl>[F:1][C:2]1[CH:3]=[CH:4][C:5]([C:8]2[O:12][N:11]=[C:10]([C:13](=[O:15])[CH3:14])[N:9]=2)=[CH:6][CH:7]=1. Procedure details: To a stirred solution of 1-(5-(4-fluorophenyl)-1,2,4-oxadiazol-3-yl)ethanol (0.34 g, 1.92 mmol) in DCM (40 mL) was added Dess-Martin periodinane (2.7 g, 6.5 mmol) at room temperature and the mixture stirred for 3 h. The reaction mixture was filtered and washed with DCM (15 mL). To the filtrate was added NaHCO3 solution (10 mL) and DCM (30 mL). The organic layer was separated, washed with water (20 mL) followed by brine solution (20 mL), dried over anhydrous sodium sulfate and concentrated under ...